describe an organic reaction: reactants, conditions, products, and yield From a dataset of the Open Reaction Database (ORD), a public repository of structured organic reaction records. Reactants: CCOC(C)=O, CC(C)OC(C)C, ClCCl, Nc1ccc(F)cc1, O, O=C(Cl)N(c1ccccc1)c1ccccc1, c1ccncc1. As a reaction SMILES: [CH3:41][CH2:42][O:43][C:44](=[O:45])[CH3:46].[CH:31]([O:32][CH:33]([CH3:34])[CH3:35])([CH3:36])[CH3:37].[Cl:38][CH2:39][Cl:40].[NH2:1][c:2]1[cH:3][cH:4][c:5]([F:6])[cH:7][cH:8]1.[OH2:47].[c:15]1([N:21]([C:22](=[O:23])[Cl:24])[c:25]2[cH:26][cH:27][cH:28][cH:29][cH:30]2)[cH:16][cH:17][cH:18][cH:19][cH:20]1.[cH:9]1[cH:10][cH:11][n:12][cH:13][cH:14]1>>[NH:1]([c:2]1[cH:3][cH:4][c:5]([F:6])[cH:7][cH:8]1)[C:22]([N:21]([c:15]1[cH:16][cH:17][cH:18][cH:19][cH:20]1)[c:25]1[cH:26][cH:27][cH:28][cH:29][cH:30]1)=[O:23]. Yields the product O=C(Nc1ccc(F)cc1)N(c1ccccc1)c1ccccc1. The reactants are CC(=O)O (AcOH), C(C)N1N=CC=2C1=NC(=C(C2NC2CCOCC2)CNC(CC(=O)NCC=2C=C(C=CC2)C2=CC(=CC=C2)C=O)=O)CC (N-{[1,6-diethyl-4-(tetrahydro-2H-pyran-4-ylamino)-1H-pyrazolo[3,4-b]pyridin-5-yl]methyl}-N′-[(3′-formyl-3-biphenylyl)methyl]propanediamide), C[C@H]1N(CCNC1)C(=O)OC(C)(C)C (1,1-dimethylethyl (2R)-2-methyl-1-piperazinecarboxylate), C(=O)(C(F)(F)F)O (TFA), [BH-](OC(=O)C)(OC(=O)C)OC(=O)C.[Na+] (NaB(OAc)3H). Run in ClCCl (dichloromethane), CS(=O)C (dimethyl sulfoxide). Run at time 8 hour. Product: C(C)N1N=CC=2C1=NC(=C(C2NC2CCOCC2)CNC(CC(=O)NCC=2C=C(C=CC2)C2=CC(=CC=C2)CN2C[C@H](NCC2)C)=O)CC (N-{[1,6-Diethyl-4-(tetrahydro-2H-pyran-4-ylamino)-1H-pyrazolo[3,4-b]pyridin-5-yl]methyl}-N′-[(3′-{[(3R)-3-methyl-1-piperazinyl]methyl}-3-biphenylyl)methyl]propanediamide). Isolated yield 9.9%. As a reaction SMILES: [CH2:1]([N:3]1[C:7]2=[N:8][C:9]([CH2:42][CH3:43])=[C:10]([CH2:19][NH:20][C:21](=[O:41])[CH2:22][C:23]([NH:25][CH2:26][C:27]3[CH:28]=[C:29]([C:33]4[CH:38]=[CH:37][CH:36]=[C:35]([CH:39]=O)[CH:34]=4)[CH:30]=[CH:31][CH:32]=3)=[O:24])[C:11]([NH:12][CH:13]3[CH2:18][CH2:17][O:16][CH2:15][CH2:14]3)=[C:6]2[CH:5]=[N:4]1)[CH3:2].[CH3:44][C@@H:45]1[CH2:50][NH:49][CH2:48][CH2:47][N:46]1C(OC(C)(C)C)=O.[BH-](OC(C)=O)(OC(C)=O)OC(C)=O.[Na+].CC(O)=O.C(O)(C(F)(F)F)=O>CS(C)=O.ClCCl>[CH2:1]([N:3]1[C:7]2=[N:8][C:9]([CH2:42][CH3:43])=[C:10]([CH2:19][NH:20][C:21](=[O:41])[CH2:22][C:23]([NH:25][CH2:26][C:27]3[CH:28]=[C:29]([C:33]4[CH:38]=[CH:37][CH:36]=[C:35]([CH2:39][N:49]5[CH2:48][CH2:47][NH:46][C@H:45]([CH3:44])[CH2:50]5)[CH:34]=4)[CH:30]=[CH:31][CH:32]=3)=[O:24])[C:11]([NH:12][CH:13]3[CH2:18][CH2:17][O:16][CH2:15][CH2:14]3)=[C:6]2[CH:5]=[N:4]1)[CH3:2] |f:2.3|. Procedure: To N-{[1,6-diethyl-4-(tetrahydro-2H-pyran-4-ylamino)-1H-pyrazolo[3,4-b]pyridin-5-yl]methyl}-N′-[(3′-formyl-3-biphenylyl)methyl]propanediamide (50 mg, 0.086 mmol) was added 1,1-dimethylethyl (2R)-2-methyl-1-piperazinecarboxylate (34.4 mg, 0.172 mmol) followed by NaB(OAc)3H (36.4 mg, 0.172 mmol) and AcOH (4.91 μL, 0.086 mmol) in dimethyl sulfoxide (DMSO) (0.5 mL). The mixture was stirred overnight at room temperature. The reaction was quenched with saturated NaHCO3 and extracted with EtOAc (3×1 mL... The reactants are NC1=CC=C(C(=O)OCCCC)C=C1 (n-butyl 4-aminobenzoate), NC1=CC=C(C(=O)OCCCC)C=C1 (n-butyl 4-aminobenzoate), C1(=CC=C(C=C1)S(=O)(=O)N=C=O)C (p-toluenesulfonylisocyanate), resultant mixture. Solvent: C(C)#N (acetonitrile), C(C)#N (acetonitrile). Yields the product C1(=CC=C(C=C1)S(=O)(=O)NC(=O)NC1=CC=C(C(=O)OCCCC)C=C1)C (Butyl 4-(p-toluenesulfonylaminocarbonylamino)benzoate). RXN SMILES: [NH2:1][C:2]1[CH:14]=[CH:13][C:5]([C:6]([O:8][CH2:9][CH2:10][CH2:11][CH3:12])=[O:7])=[CH:4][CH:3]=1.[C:15]1([CH3:27])[CH:20]=[CH:19][C:18]([S:21]([N:24]=[C:25]=[O:26])(=[O:23])=[O:22])=[CH:17][CH:16]=1>C(#N)C>[C:15]1([CH3:27])[CH:16]=[CH:17][C:18]([S:21]([NH:24][C:25]([NH:1][C:2]2[CH:3]=[CH:4][C:5]([C:6]([O:8][CH2:9][CH2:10][CH2:11][CH3:12])=[O:7])=[CH:13][CH:14]=2)=[O:26])(=[O:22])=[O:23])=[CH:19][CH:20]=1. Procedure details: A three necked flask equipped with a dropping funnel, a thermometer and a reflux condenser was charged with 15.4 g of n-butyl 4-aminobenzoate and then with 150 ml of acetonitrile. The mixture in the flask was agitated to dissolve the n-butyl 4-aminobenzoate in acetonitrile. To the solution, 17.3 g of p-toluenesulfonylisocyanate were added dropwise through the dropping funnel at room temperature, while the resultant mixture was agitated by a magnetic stirrer. The reactants are Cl (hydrogen chloride), CC1=NC=CC=C1 (2-methyl-pyridine), CN(C=O)C (dimethylformamide), ClN1C(N(C(N(C1=O)Cl)=O)Cl)=O (trichloroisocyanuric acid). Solvent: C(Cl)(Cl)Cl (chloroform). Run at time 2 hour. Product: Cl.ClCC1=NC=CC=C1 (2-chloromethyl-pyridine hydrochloride). Yield: 87.4%. Reaction SMILES: [CH3:1][C:2]1[CH:7]=[CH:6][CH:5]=[CH:4][N:3]=1.CN(C)C=O.[Cl:13]N1C(=O)N(Cl)C(=O)N(Cl)C1=O.[ClH:25]>C(Cl)(Cl)Cl>[ClH:13].[Cl:25][CH2:1][C:2]1[CH:7]=[CH:6][CH:5]=[CH:4][N:3]=1 |f:5.6|. Reported procedure: A solution of 200 g (2.15 moles) of 2-methyl-pyridine and 14 g of dimethylformamide in 750 ml chloroform was heated at reflux while 300 g (1.29 mole) of trichloroisocyanuric acid (min. 90% available chlorine) were added thereto in portions without heating over 50 minutes as the reaction mixture remained under reflux by itself. The mixture was stirred for another 2 hours and was cooled and vacuum filtered. The filtrate was washed with 100 ml of 5% sodium hydroxide and the chloroform phase was dri...